This data is from the Open Reaction Database (ORD), a public repository of structured organic reaction records. The task is: describe an organic reaction: reactants, conditions, products, and yield Run in O (water), Cl (hydrochloric acid). Reagents/catalysts: [Cl-].C(C1=CC=CC=C1)[N+](CC)(CC)CC (benzyltriethylammonium chloride), [Cu]Cl (copper(I) chloride), [Cu](Cl)Cl (copper(II) chloride). Starting materials: N(=O)[O-].[Na+] (sodium nitrite), diazonium salt, ClC(C)Cl (dichloroethane), S(=O)=O (sulfur dioxide), diazonium salt, N(=O)[O-].[Na+] (sodium nitrite), NC1=C(SC=C1C1=CC=CC=C1)C(=O)OC (3-amino-2-methoxycarbonyl-4-phenylthiophene). Yields the product COC(=O)C=1SC=C(C1S(=O)(=O)Cl)C1=CC=CC=C1 (2-Methoxycarbonyl-4-phenylthiophen-3-ylsulfonyl chloride). As a reaction SMILES: N[C:2]1[C:6]([C:7]2[CH:12]=[CH:11][CH:10]=[CH:9][CH:8]=2)=[CH:5][S:4][C:3]=1[C:13]([O:15][CH3:16])=[O:14].N([O-])=O.[Na+].[Cl:21]C(Cl)C.[S:25](=[O:27])=[O:26]>Cl.O.[Cl-].C([N+](CC)(CC)CC)C1C=CC=CC=1.[Cu]Cl.[Cu](Cl)Cl>[CH3:16][O:15][C:13]([C:3]1[S:4][CH:5]=[C:6]([C:7]2[CH:12]=[CH:11][CH:10]=[CH:9][CH:8]=2)[C:2]=1[S:25]([Cl:21])(=[O:27])=[O:26])=[O:14] |f:1.2,7.8|. Procedure details: 10.9 g (0.04 mol) of 3-amino-2-methoxycarbonyl-4-phenylthiophene are dissolved in 20 ml of concentrated hydrochloric acid and then diazotised at -5° C. with 3.65 g of sodium nitrite in 10 ml of water. 30 minutes after the dropwise addition of sodium nitrite, the solution of the diazonium salt is added in portions to a mixture of 20 ml of dichloroethane, 0.45 g of benzyltriethylammonium chloride, 0.3 g of copper(I) chloride, 0.3 g of copper(II) chloride and 6 g of sulfur dioxide. When the additio... Reaction conditions: time 1 hour. Starting materials: Cc1ccccc1, Cc1ccccc1[N+](=O)[O-], O=[N+]([O-])O, O=S(=O)(O)O. The product is Cc1cccc([N+](=O)[O-])c1[N+](=O)[O-]. As a reaction SMILES: [CH3:20][c:21]1[cH:22][cH:23][cH:24][cH:25][cH:26]1.[N+:1](=[O:2])([O-:3])[c:4]1[c:5]([CH3:10])[cH:6][cH:7][cH:8][cH:9]1.[OH:11][N+:12]([O-:13])=[O:14].[S:15](=[O:16])(=[O:17])([OH:18])[OH:19]>>[N+:1](=[O:2])([O-:3])[c:4]1[c:5]([CH3:10])[cH:6][cH:7][cH:8][c:9]1[N+:12](=[O:11])[O-:13]. The reactants are CCC1CC(OC2CCOCC2)CC1(CC)C(=O)O, [Na+], C1COCCO1, [OH-]. Yields the product CCC1CC(OC2CCOCC2)CC1C(=O)O. RXN SMILES: [CH2:1]([CH3:2])[C:3]1([C:17](=[O:18])[OH:19])[CH:4]([CH2:15][CH3:16])[CH2:5][CH:6]([O:8][CH:9]2[CH2:10][CH2:11][O:12][CH2:13][CH2:14]2)[CH2:7]1.[Na+:21].[O:22]1[CH2:23][CH2:24][O:25][CH2:26][CH2:27]1.[OH-:20]>>[CH:3]1([C:17](=[O:18])[OH:19])[CH:4]([CH2:15][CH3:16])[CH2:5][CH:6]([O:8][CH:9]2[CH2:10][CH2:11][O:12][CH2:13][CH2:14]2)[CH2:7]1. The reactants are CCO, Nc1nc(Cl)nc2c1ncn2Cc1ccccc1. Yields the product CCOc1nc(N)c2ncn(Cc3ccccc3)c2n1. Reaction SMILES: [CH3:19][CH2:20][OH:21].[NH2:1][c:2]1[c:3]2[n:4][cH:5][n:6]([CH2:12][c:13]3[cH:14][cH:15][cH:16][cH:17][cH:18]3)[c:7]2[n:8][c:9]([Cl:11])[n:10]1>>[NH2:1][c:2]1[c:3]2[n:4][cH:5][n:6]([CH2:12][c:13]3[cH:14][cH:15][cH:16][cH:17][cH:18]3)[c:7]2[n:8][c:9]([O:21][CH2:20][CH3:19])[n:10]1.